This data is from the Open Reaction Database (ORD), a public repository of structured organic reaction records. The task is: describe an organic reaction: reactants, conditions, products, and yield The reactants are O=C([O-])O, O=C(O)CN(CCN(CC(=O)O)CC(=O)O)CC(=O)O, C=C1C(CCCl)C(=O)NC1(C(=O)OC)C(O[Si](C)(C)C(C)(C)C)C1CCCCC1, CC#N, CC(=O)C(F)(F)F, [Na+], [Na], [Na], O. The product is COC(=O)C1(C(O[Si](C)(C)C(C)(C)C)C2CCCCC2)NC(=O)C(CCCl)C12CO2. As a reaction SMILES: [C:59](=[O:60])([OH:61])[O-:62].[CH2:3]([N:4]([CH2:5][C:6]([OH:7])=[O:9])[CH2:10][C:11]([OH:12])=[O:13])[CH2:14][N:15]([CH2:16][C:17]([OH:18])=[O:19])[CH2:20][C:21](=[O:8])[OH:22].[CH3:23][O:24][C:25](=[O:26])[C:27]1([CH:37]([CH:38]2[CH2:39][CH2:40][CH2:41][CH2:42][CH2:43]2)[O:44][Si:45]([CH3:46])([CH3:47])[C:48]([CH3:49])([CH3:50])[CH3:51])[NH:28][C:29](=[O:36])[CH:30]([CH2:33][CH2:34][Cl:35])[C:31]1=[CH2:32].[CH3:64][C:65]#[N:66].[F:52][C:53]([F:54])([F:55])[C:56](=[O:57])[CH3:58].[Na+:63].[Na:1].[Na:2].[OH2:67]>>[O:8]1[C:31]2([C:27]([C:25]([O:24][CH3:23])=[O:26])([CH:37]([CH:38]3[CH2:39][CH2:40][CH2:41][CH2:42][CH2:43]3)[O:44][Si:45]([CH3:46])([CH3:47])[C:48]([CH3:49])([CH3:50])[CH3:51])[NH:28][C:29](=[O:36])[CH:30]2[CH2:33][CH2:34][Cl:35])[CH2:32]1. The reactants are N1=C(C=CC2=CC=CC=C12)COC1=CC=C(C=C1)C(=O)C1=CC=C(C=C1)OCC1=NC2=CC=CC=C2C=C1 (bis(4-(2-quinolylmethoxy)phenyl) ketone), C[Mg]Br (methylmagnesium bromide). The solvent is C1CCOC1 (THF). Run at time 12 hour. Yields the product N1=C(C=CC2=CC=CC=C12)COC1=CC=C(C=C1)C(C)(O)C1=CC=C(C=C1)OCC1=NC2=CC=CC=C2C=C1 (1,1-bis(4-(2-quinolylmethoxy)phenyl)ethanol). Isolated yield 89.7%. RXN SMILES: [N:1]1[C:10]2[C:5](=[CH:6][CH:7]=[CH:8][CH:9]=2)[CH:4]=[CH:3][C:2]=1[CH2:11][O:12][C:13]1[CH:18]=[CH:17][C:16]([C:19]([C:21]2[CH:26]=[CH:25][C:24]([O:27][CH2:28][C:29]3[CH:38]=[CH:37][C:36]4[C:31](=[CH:32][CH:33]=[CH:34][CH:35]=4)[N:30]=3)=[CH:23][CH:22]=2)=[O:20])=[CH:15][CH:14]=1.[CH3:39][Mg]Br>C1COCC1>[N:1]1[C:10]2[C:5](=[CH:6][CH:7]=[CH:8][CH:9]=2)[CH:4]=[CH:3][C:2]=1[CH2:11][O:12][C:13]1[CH:18]=[CH:17][C:16]([C:19]([C:21]2[CH:26]=[CH:25][C:24]([O:27][CH2:28][C:29]3[CH:38]=[CH:37][C:36]4[C:31](=[CH:32][CH:33]=[CH:34][CH:35]=4)[N:30]=3)=[CH:23][CH:22]=2)([OH:20])[CH3:39])=[CH:15][CH:14]=1. Reported procedure: To a -78° C. solution in THF (20 mL) of bis(4-(2-quinolylmethoxy)phenyl) ketone (992 mg, 2 mmol), prepared as in step 1, was added methylmagnesium bromide (3M solution in ethyl ether, 0.8 mL, 2.4 mmol) and the resulting mixture was stirred at room temperature for 12 hours. The mixture was then quenched with saturated aqueous ammonium chloride and extracted with ethyl acetate. The organic phase was washed with water and brine, dried over MgSO4, filtered, and concentrated in vacuo. The residue was... Starting materials: Cl (HCl), C(C)(C)(C)OC(=O)N1CCC(CC1)C1=CC=C(C=C1)C(C)C(NC1CC1)=O (4-[4-(1-cyclopropylcarbamoyl-ethyl)-phenyl]-piperidine-1-carboxylic acid tert-butyl ester), Cl (HCl). Solvent: CO (methanol), CO (methanol), CO (methanol). Conditions: time 12 hour. Yields the product C1(CC1)NC(C(C)C1=CC=C(C=C1)C1CCNCC1)=O (N-Cyclopropyl-2-(4-piperidin-4-yl-phenyl)-propionamide). RXN SMILES: C(OC([N:8]1[CH2:13][CH2:12][CH:11]([C:14]2[CH:19]=[CH:18][C:17]([CH:20]([C:22](=[O:27])[NH:23][CH:24]3[CH2:26][CH2:25]3)[CH3:21])=[CH:16][CH:15]=2)[CH2:10][CH2:9]1)=O)(C)(C)C.Cl>CO>[CH:24]1([NH:23][C:22](=[O:27])[CH:20]([C:17]2[CH:18]=[CH:19][C:14]([CH:11]3[CH2:10][CH2:9][NH:8][CH2:13][CH2:12]3)=[CH:15][CH:16]=2)[CH3:21])[CH2:25][CH2:26]1. Procedure: To 3.40 g (9.13 mmol) 4-[4-(1-cyclopropylcarbamoyl-ethyl)-phenyl]-piperidine-1-carboxylic acid tert-butyl ester (X.1) in 20 mL methanol are added 10.9 mL (13.7 mmol) 1.25 M HCl in methanol. The mixture is stirred for 12 h at rt. After that time, 2.0 mL 1.25 M HCl in methanol are added and the mixture is stirred for 2 d at 40° C. After that time, the solvent is evaporated, the residue taken up in 1N NaOH and extracted with EtOAc. After drying over sodium sulphate, the solvent is removed in vacuo ... The reactants are O=C([O-])[O-], Cc1onc(-c2ccccc2)c1-c1nnc(-c2ccc3[nH]ccc3c2)o1, CI, [K+], [K+], CN(C)C=O. Product: Cc1onc(-c2ccccc2)c1-c1nnc(-c2ccc3c(ccn3C)c2)o1. RXN SMILES: [C:27](=[O:28])([O-:29])[O-:30].[CH3:1][c:2]1[c:3](-[c:13]2[n:14][n:15][c:16](-[c:18]3[cH:19][c:20]4[cH:21][cH:22][nH:23][c:24]4[cH:25][cH:26]3)[o:17]2)[c:4](-[c:7]2[cH:8][cH:9][cH:10][cH:11][cH:12]2)[n:5][o:6]1.[I:33][CH3:34].[K+:31].[K+:32].[O:35]=[CH:36][N:37]([CH3:38])[CH3:39]>>[CH3:1][c:2]1[c:3](-[c:13]2[n:14][n:15][c:16](-[c:18]3[cH:19][c:20]4[cH:21][cH:22][n:23]([CH3:27])[c:24]4[cH:25][cH:26]3)[o:17]2)[c:4](-[c:7]2[cH:8][cH:9][cH:10][cH:11][cH:12]2)[n:5][o:6]1. Starting materials: C(C)(C)(C)C1=CNC2=CC(=C(C=C12)C(F)(F)F)[N+](=O)[O-] (3-tert-butyl-6-nitro-5-(trifluoromethyl)-1H-indole), O.O.Cl[Sn]Cl (SnCl2.2H2O), C(C)O (ethanol). The solvent is CCOC(=O)C (EtOAc). Run at temperature 62 celsius. The product is C(C)(C)(C)C1=CNC2=CC(=C(C=C12)C(F)(F)F)N (3-tert-butyl-5-(trifluoromethyl)-1H-indol-6-amine). Reaction SMILES: [C:1]([C:5]1[C:13]2[C:8](=[CH:9][C:10]([N+:18]([O-])=O)=[C:11]([C:14]([F:17])([F:16])[F:15])[CH:12]=2)[NH:7][CH:6]=1)([CH3:4])([CH3:3])[CH3:2].O.O.Cl[Sn]Cl.C(O)C>CCOC(C)=O>[C:1]([C:5]1[C:13]2[C:8](=[CH:9][C:10]([NH2:18])=[C:11]([C:14]([F:15])([F:16])[F:17])[CH:12]=2)[NH:7][CH:6]=1)([CH3:4])([CH3:2])[CH3:3] |f:1.2.3|. Procedure: A microwave vial charged with 3-tert-butyl-6-nitro-5-(trifluoromethyl)-1H-indole (95 mg, 0.3319 mmol), SnCl2.2H2O (375 mg, 1.66 mmol) and ethanol (1 mL), was sealed and heated at 62° C. for 3 h. The reaction was cooled to room temperature, diluted with EtOAc and quenched with saturated NaHCO3 solution until the pH was 7. The reaction mixture was then filtered through a plug of celite. The layers were separated and the organic layer was dried over Na2SO4, filtered and concentrated. The residue wa... The reactants are NC(C(=O)N)(C)C (2-amino-2-methylpropionamide), C(C)(=O)O[C@H]1[C@@H](O[C@@H]([C@H]([C@@H]1OC(C)=O)OC(C)=O)COC(C)=O)OC1=NNC(=C1CC1=CC=C(C=C1)\C=C\C(=O)O)C(C)C (3-(2,3,4,6-tetra-O-acetyl-β-D-glucopyranosyloxy)-4-({4-[(1E)-2-carboxyvinyl]phenyl}methyl)-5-isopropyl-1H-pyrazole), C(C)(=O)O[C@H]1[C@@H](O[C@@H]([C@H]([C@@H]1OC(C)=O)OC(C)=O)COC(C)=O)OC1=NNC(=C1CC1=CC=C(C=C1)\C=C\CC(=O)O)C(C)C (3-(2,3,4,6-tetra-O-acetyl-β-D-glucopyranosyloxy)-4-({4-[(1E)-3-carboxyprop-1-enyl]phenyl}methyl)-5-isopropyl-1H-pyrazole). Product: C(N)(=O)C(C)(C)NC(=O)/C=C/C1=CC=C(C=C1)CC=1C(=NNC1C(C)C)O[C@H]1[C@H](O)[C@@H](O)[C@H](O)[C@H](O1)CO (4-[(4-{(1E)-2-[1-Carbamoyl-1-(methyl)ethylcarbamoyl]vinyl}-phenyl)methyl]-3-(β-D-glucopyranosyloxy)-5-isopropyl-1H-pyrazole). RXN SMILES: [NH2:1][C:2]([CH3:7])([CH3:6])[C:3]([NH2:5])=[O:4].C([O:11][C@@H:12]1[C@@H:17]([O:18]C(=O)C)[C@H:16]([O:22]C(=O)C)[C@@H:15]([CH2:26][O:27]C(=O)C)[O:14][C@H:13]1[O:31][C:32]1[C:36]([CH2:37][C:38]2[CH:43]=[CH:42][C:41](/[CH:44]=[CH:45]/[C:46](O)=[O:47])=[CH:40][CH:39]=2)=[C:35]([CH:49]([CH3:51])[CH3:50])[NH:34][N:33]=1)(=O)C.C(O[C@@H]1[C@@H](OC(=O)C)[C@H](OC(=O)C)[C@@H](COC(=O)C)O[C@H]1OC1C(CC2C=CC(/C=C/CC(O)=O)=CC=2)=C(C(C)C)NN=1)(=O)C>>[C:3]([C:2]([NH:1][C:46](/[CH:45]=[CH:44]/[C:41]1[CH:42]=[CH:43][C:38]([CH2:37][C:36]2[C:32]([O:31][C@@H:13]3[O:14][C@H:15]([CH2:26][OH:27])[C@@H:16]([OH:22])[C@H:17]([OH:18])[C@H:12]3[OH:11])=[N:33][NH:34][C:35]=2[CH:49]([CH3:51])[CH3:50])=[CH:39][CH:40]=1)=[O:47])([CH3:7])[CH3:6])(=[O:4])[NH2:5]. Procedure details: The title compound was prepared in a similar manner to that described in Example 26 using 2-amino-2-methylpropionamide and 3-(2,3,4,6-tetra-O-acetyl-β-D-glucopyranosyloxy)-4-({4-[(1E)-2-carboxyvinyl]phenyl}methyl)-5-isopropyl-1H-pyrazole instead of ammonium chloride and 3-(2,3,4,6-tetra-O-acetyl-β-D-glucopyranosyloxy)-4-({4-[(1E)-3-carboxyprop-1-enyl]phenyl}methyl)-5-isopropyl-1H-pyrazole, respectively.